Dataset: the Open Reaction Database (ORD), a public repository of structured organic reaction records. Task: describe an organic reaction: reactants, conditions, products, and yield Reactants: Cl (hydrochloric acid), NC1=C2C=CC=C(C2=CC=C1)C(=O)OCC (ethyl 5-amino-1-naphthoate), Cl (hydrochloric acid), N(=O)[O-].[Na+] (sodium nitrite). The reagents and catalysts are [Cu]Cl (copper(I) chloride). Solvent: O (water), O (water). Yields the product ClC1=C2C=CC=C(C2=CC=C1)C(=O)OCC (ethyl 5-chloro-1-naphthoate). As a reaction SMILES: N[C:2]1[CH:11]=[CH:10][CH:9]=[C:8]2[C:3]=1[CH:4]=[CH:5][CH:6]=[C:7]2[C:12]([O:14][CH2:15][CH3:16])=[O:13].N([O-])=O.[Na+].[ClH:21]>O.[Cu]Cl>[Cl:21][C:2]1[CH:11]=[CH:10][CH:9]=[C:8]2[C:3]=1[CH:4]=[CH:5][CH:6]=[C:7]2[C:12]([O:14][CH2:15][CH3:16])=[O:13] |f:1.2|. Procedure details: While stirring ethyl 5-amino-1-naphthoate (1.358 g, 6.309 mmol) in conc. hydrochloric acid (10 ml), a solution of sodium nitrite (0.52 g, 7.57 mmol) in water (1 ml) was added dropwise under ice-cooling and the mixture was stirred at said temperature for 0.5 hr. To the reaction solution was added a solution of copper(I) chloride (0.34 g, 3.47 mmol) in conc. hydrochloric acid (2 ml) under ice-cooling, and the mixture. was stirred at 100° C. for 0.5 hr. After cooling to room temperature, the reacti... Procedure: A mixture of 3,3-dimethylpiperazine-1-carboxylic acid tert-butyl ester (500 mg, 2.33 mmol) and methyl vinyl sulfone (510 μL, 619 mg, 5.83 mmol) in MeOH (15 mL) was heated to 65° C. for 5.5 h then stirred at room temperature for 96 h. The reaction mixture was concentrated in vacuo. The resulting residue was purified by column chromatography (Si—PCC, MeOH:DCM, 0-3%) affording 1-(2-(Methanesulfonyl)ethyl)-2,2-dimethylpiperazine as a white waxy solid (550 mg, 74%). 1H NMR (CDCl3, 300 MHz): δ 3.47-3.... The reactants are C(C)(C)(C)OC(=O)N1CC(NCC1)(C)C (3,3-dimethylpiperazine-1-carboxylic acid tert-butyl ester), C(=C)S(=O)(=O)C (methyl vinyl sulfone). Reaction conditions: temperature 65 celsius, time 96 hour. As a reaction SMILES: C(OC([N:8]1[CH2:13][CH2:12][NH:11][C:10]([CH3:15])([CH3:14])[CH2:9]1)=O)(C)(C)C.[CH:16]([S:18]([CH3:21])(=[O:20])=[O:19])=[CH2:17]>CO>[CH3:21][S:18]([CH2:16][CH2:17][N:11]1[CH2:12][CH2:13][NH:8][CH2:9][C:10]1([CH3:14])[CH3:15])(=[O:20])=[O:19]. Yields the product CS(=O)(=O)CCN1C(CNCC1)(C)C (1-(2-(Methanesulfonyl)ethyl)-2,2-dimethylpiperazine), solid. Run in CO (MeOH). Isolated yield 74.0%. The reactants are CC(C)COC(=O)Cl, CC(C)(C)OC(=O)N1CCCC(C(=O)O)C1, C1CCOC1, N, O, O. The product is CC(C)(C)OC(=O)N1CCCC(C(N)=O)C1. As a reaction SMILES: [C:17]([Cl:18])(=[O:19])[O:20][CH2:21][CH:22]([CH3:23])[CH3:24].[C:1]([CH3:2])([CH3:3])([CH3:4])[O:5][C:6](=[O:7])[N:8]1[CH2:9][CH:10]([C:14](=[O:15])[OH:16])[CH2:11][CH2:12][CH2:13]1.[CH2:28]1[O:29][CH2:30][CH2:31][CH2:32]1.[NH3:25].[OH2:26].[OH2:27]>>[C:1]([CH3:2])([CH3:3])([CH3:4])[O:5][C:6](=[O:7])[N:8]1[CH2:9][CH:10]([C:14](=[O:16])[NH2:25])[CH2:11][CH2:12][CH2:13]1. Reactants: IC=1N=CN(C1)C(C1=CC=CC=C1)(C1=CC=CC=C1)C1=CC=CC=C1 (4-iodo-1-tritylimidazole), solution, C(C)[Mg]Br (ethyl magnesium bromide), CNC(C1=C(N=CC=C1)C)=O (N-methyl-2-methylnicotinamide), [Cl-].[NH4+] (ammonium chloride). Solvent: ClCCl (dichloromethane), C(C)OCC (diethyl ether). Reaction conditions: time 2.5 hour. The product is Cl.Cl.CC1=NC=CC=C1CC=1N=CNC1 (4-[(2-Methylpyrid-3-yl)methyl]-1H-imidazole Dihydrochloride), golden-brown foam. Yield: 82.0%. Reaction SMILES: I[C:2]1[N:3]=[CH:4][N:5](C(C2C=CC=CC=2)(C2C=CC=CC=2)C2C=CC=CC=2)[CH:6]=1.C([Mg]Br)C.CN[C:32](=O)[C:33]1[CH:38]=[CH:37][CH:36]=[N:35][C:34]=1[CH3:39].[Cl-:41].[NH4+]>ClCCl.C(OCC)C>[ClH:41].[ClH:41].[CH3:39][C:34]1[C:33]([CH2:32][C:2]2[N:3]=[CH:4][NH:5][CH:6]=2)=[CH:38][CH:37]=[CH:36][N:35]=1 |f:3.4,7.8.9|. Procedure: To a solution of 4-iodo-1-tritylimidazole (6.88 g, 15.8 mmol) in 65 mL anhydrous dichloromethane was added 6.3 mL of a solution of ethyl magnesium bromide (3.0 M, 18.9 mmol) in diethyl ether under argon. The reaction mixture was stirred for 2.5 h, and then a solution of N-methoxy, N-methyl-2-methylnicotinamide (2.84 g, 15.8 mmol) was added. After 5 days of stirring, the reaction mixture was poured into saturated aqueous ammonium chloride solution (125 mL). The layers were separated, and the aque...